This data is from the Open Reaction Database (ORD), a public repository of structured organic reaction records. The task is: describe an organic reaction: reactants, conditions, products, and yield Starting materials: OC1(C(C(C=C1)=O)CCCCC)C (3-hydroxy-2-n-pentyl-3-methyl-4-cyclopentenone), C(C)(=O)O (acetic acid), C(C)(=O)O (acetic acid). The product is C(CCCC)C=1C(CC(C1C)OC(C)=O)=O (2-n-pentyl-3-methyl-4-acetoxy-2-cyclopentenone). As a reaction SMILES: O[C:2]1([CH3:13])[CH:6]=[CH:5][C:4](=[O:7])[CH:3]1[CH2:8][CH2:9][CH2:10][CH2:11][CH3:12].[C:14]([OH:17])(=[O:16])[CH3:15]>>[CH2:8]([C:3]1[C:4](=[O:7])[CH2:5][CH:6]([O:17][C:14](=[O:16])[CH3:15])[C:2]=1[CH3:13])[CH2:9][CH2:10][CH2:11][CH3:12]. Procedure: In the same apparatus as in Example 1, 3-hydroxy-2-n-pentyl-3-methyl-4-cyclopentenone (18.2 g) and acetic acid (55 ml) were charged and heated under reflux for 15 hours with agitation. After the completion of the reaction, acetic acid was evaporated off under reduced pressure. The residue was extracted with toluene (80 ml) and water (50 ml) and treated as in Example 1 to obtain 2-n-pentyl-3-methyl-4-acetoxy-2-cyclopentenone (20.6 g). Yield, 92%. B.P., 125°-135° C./0.2-0.5 mmHg.